Task: describe an organic reaction: reactants, conditions, products, and yield. Dataset: the Open Reaction Database (ORD), a public repository of structured organic reaction records Starting materials: C[Al](C)C, Cc1ccccc1, CCOC(C)=O, [Cl-], CCOC(=O)CC1OC(c2cccc3ccccc23)c2cc(Cl)ccc2N(CCCCI)C1=O, Cl, [NH4+]. The product is N#CCC1OC(c2cccc3ccccc23)c2cc(Cl)ccc2N(CCCCI)C1=O. Reaction SMILES: [CH3:1][Al:2]([CH3:3])[CH3:4].[CH3:42][c:43]1[cH:44][cH:45][cH:46][cH:47][cH:48]1.[CH3:49][CH2:50][O:51][C:52](=[O:53])[CH3:54].[Cl-:5].[Cl:7][c:8]1[cH:9][cH:10][c:11]2[c:12]([cH:40]1)[CH:13]([c:30]1[cH:31][cH:32][cH:33][c:34]3[cH:35][cH:36][cH:37][cH:38][c:39]13)[O:14][CH:15]([CH2:24][C:25]([O:26][CH2:27][CH3:28])=[O:29])[C:16](=[O:23])[N:17]2[CH2:18][CH2:19][CH2:20][CH2:21][I:22].[ClH:41].[NH4+:6]>>[N:6]#[C:25][CH2:24][CH:15]1[O:14][CH:13]([c:30]2[cH:31][cH:32][cH:33][c:34]3[cH:35][cH:36][cH:37][cH:38][c:39]23)[c:12]2[c:11]([cH:10][cH:9][c:8]([Cl:7])[cH:40]2)[N:17]([CH2:18][CH2:19][CH2:20][CH2:21][I:22])[C:16]1=[O:23]. Reactants: C(CCC)C=1N(C2=C(CN(C(C2)C(=O)OC)C(=O)OCC2=CC=CC=C2)N1)CC1=CC=C(C=C1)C1=C(C=CC=C1)C1=NN=NN1C(C1=CC=CC=C1)(C1=CC=CC=C1)C1=CC=CC=C1 (Methyl 2-n-butyl-5-benzyloxycarbonyl-1-{2'-(1-trityl-1H-tetrazol-5-yl)biphenyl-4-yl}methyl-4,5,6,7-tetrahydroimidazo[4,5-c]pyridine-6-carboxylate). Reagents/catalysts: [C].[Pd] (palladium-carbon). Run in CO (methanol). The product is C(CCC)C=1N(C2=C(CNC(C2)C(=O)OC)N1)CC1=CC=C(C=C1)C1=C(C=CC=C1)C1=NN=NN1C(C1=CC=CC=C1)(C1=CC=CC=C1)C1=CC=CC=C1 (methyl 2-n-butyl-1-{2'-(1-trityl-1H-tetrazol-5-yl)biphenyl-4-yl}methyl-4,5,6,7-tetrahydroimidazo[4,5-c]pyridine-6-carboxylate). Yield: 88.6%. As a reaction SMILES: [CH2:1]([C:5]1[N:6]([CH2:28][C:29]2[CH:34]=[CH:33][C:32]([C:35]3[CH:40]=[CH:39][CH:38]=[CH:37][C:36]=3[C:41]3[N:45]([C:46]([C:59]4[CH:64]=[CH:63][CH:62]=[CH:61][CH:60]=4)([C:53]4[CH:58]=[CH:57][CH:56]=[CH:55][CH:54]=4)[C:47]4[CH:52]=[CH:51][CH:50]=[CH:49][CH:48]=4)[N:44]=[N:43][N:42]=3)=[CH:31][CH:30]=2)[C:7]2[CH2:12][CH:11]([C:13]([O:15][CH3:16])=[O:14])[N:10](C(OCC3C=CC=CC=3)=O)[CH2:9][C:8]=2[N:27]=1)[CH2:2][CH2:3][CH3:4]>[C].[Pd].CO>[CH2:1]([C:5]1[N:6]([CH2:28][C:29]2[CH:30]=[CH:31][C:32]([C:35]3[CH:40]=[CH:39][CH:38]=[CH:37][C:36]=3[C:41]3[N:45]([C:46]([C:47]4[CH:52]=[CH:51][CH:50]=[CH:49][CH:48]=4)([C:59]4[CH:60]=[CH:61][CH:62]=[CH:63][CH:64]=4)[C:53]4[CH:54]=[CH:55][CH:56]=[CH:57][CH:58]=4)[N:44]=[N:43][N:42]=3)=[CH:33][CH:34]=2)[C:7]2[CH2:12][CH:11]([C:13]([O:15][CH3:16])=[O:14])[NH:10][CH2:9][C:8]=2[N:27]=1)[CH2:2][CH2:3][CH3:4] |f:1.2|. Procedure: Methyl 2-n-butyl-5-benzyloxycarbonyl-1-{2'-(1-trityl-1H-tetrazol-5-yl)biphenyl-4-yl}methyl-4,5,6,7-tetrahydroimidazo[4,5-c]pyridine-6-carboxylate (1.26 g) and a catalytic amount of 10 % palladium-carbon are added to methanol (300 ml), and the mixture is stirred under hydrogen atmosphere. After the reaction is completed, palladium-carbon is removed by filtration, and the filtrate is evaporated under reduced pressure to give methyl 2-n-butyl-1-{2'-(1-trityl-1H-tetrazol-5-yl)biphenyl-4-yl}methyl-4,... Starting materials: CC(C)(C)[O-], CS(C)=O, CN1C(=O)C2COCCN2c2nc(Cl)nc(Cl)c21, CI, O. The product is CN1C(=O)C2(C)COCCN2c2nc(Cl)nc(Cl)c21. RXN SMILES: [CH3:21][C:22]([O-:23])([CH3:24])[CH3:25].[CH3:26][S:27]([CH3:28])=[O:29].[Cl:1][c:2]1[n:3][c:4]2[c:9]([c:10]([Cl:12])[n:11]1)[N:8]([CH3:13])[C:7](=[O:14])[CH:6]1[N:5]2[CH2:18][CH2:17][O:16][CH2:15]1.[I:19][CH3:20].[OH2:30]>>[Cl:1][c:2]1[n:3][c:4]2[c:9]([c:10]([Cl:12])[n:11]1)[N:8]([CH3:13])[C:7](=[O:14])[C:6]1([CH3:21])[N:5]2[CH2:18][CH2:17][O:16][CH2:15]1. Starting materials: [Si](C)(C)(C(C)(C)C)OCCC(C)(C)C=1N=CN(C1)C(C1=CC=CC=C1)(C1=CC=CC=C1)C1=CC=CC=C1 (4-[3-(tert-butyldimethylsilanyloxy)-1,1-dimethylpropyl]-1-trityl-1H-imidazole), BrC1=C(CBr)C=CC=C1 (2-bromobenzyl bromide), Cl.O1CCOCC1 (HCl dioxane), C(=O)(O)[O-].[Na+] (NaHCO3), C(C)NCC (diethylamine). Run in CO (MeOH), CC#N (CH3CN), CC#N (CH3CN). Run at temperature 80 celsius, time 6 hour. Yields the product BrC1=C(CN2C=NC=C2C(CCO)(C)C)C=CC=C1 (3-[3-(2-Bromobenzyl)-3H-imidazol-4-yl]-3-methylbutan-1-ol). As a reaction SMILES: [Si]([O:8][CH2:9][CH2:10][C:11]([C:14]1[N:15]=[CH:16][N:17](C(C2C=CC=CC=2)(C2C=CC=CC=2)C2C=CC=CC=2)[CH:18]=1)([CH3:13])[CH3:12])(C(C)(C)C)(C)C.[Br:38][C:39]1[CH:46]=[CH:45][CH:44]=[CH:43][C:40]=1[CH2:41]Br.C(NCC)C.Cl.O1CCOCC1.C([O-])(O)=O.[Na+]>CC#N.CO>[Br:38][C:39]1[CH:46]=[CH:45][CH:44]=[CH:43][C:40]=1[CH2:41][N:15]1[C:14]([C:11]([CH3:13])([CH3:12])[CH2:10][CH2:9][OH:8])=[CH:18][N:17]=[CH:16]1 |f:3.4,5.6|. Procedure: To a solution of 4-[3-(tert-butyldimethylsilanyloxy)-1,1-dimethylpropyl]-1-trityl-1H-imidazole (650 mg, 1.27 mmol) in CH3CN (10 mL) at ambient temperature is added a solution of 2-bromobenzyl bromide (420 mg, 1.68 mmol) in CH3CN (10 mL). The resulting solution is stirred at 80° C. for 6 h. The mixture is cooled to ambient temperature and diethylamine (2 mL) is added, followed by MeOH (10 mL) and the mixture is heated at 75° C. for 1 hr and stirred at ambient temperature overnight. To the reactio... Starting materials: [OH-].[Na+] (sodium hydroxide), OC1=C(C=CC=C1)CCC(=O)N1CCN(CC1)C (3-(2-hydroxyphenyl)-1-(4-methylpiperazino)-1-propanone), O (water), BrCCCCCCCCCCCCCCCCCC (1-bromooctadecane). Run in CS(=O)C (dimethylsulfoxide), Cl (hydrochloric acid). Run at temperature 80 celsius, time 3.75 hour. The product is CN1CCN(CC1)C(CCC1=C(C=CC=C1)OCCCCCCCCCCCCCCCCCC)=O (1-(4-Methylpiperazino) -3-[2-(octadecyloxy)phenyl]-1-propanone). Yield: 9.3%. Reaction SMILES: [OH-].[Na+].[OH:3][C:4]1[CH:9]=[CH:8][CH:7]=[CH:6][C:5]=1[CH2:10][CH2:11][C:12]([N:14]1[CH2:19][CH2:18][N:17]([CH3:20])[CH2:16][CH2:15]1)=[O:13].Br[CH2:22][CH2:23][CH2:24][CH2:25][CH2:26][CH2:27][CH2:28][CH2:29][CH2:30][CH2:31][CH2:32][CH2:33][CH2:34][CH2:35][CH2:36][CH2:37][CH2:38][CH3:39].O>CS(C)=O.Cl>[CH3:20][N:17]1[CH2:18][CH2:19][N:14]([C:12](=[O:13])[CH2:11][CH2:10][C:5]2[CH:6]=[CH:7][CH:8]=[CH:9][C:4]=2[O:3][CH2:39][CH2:38][CH2:37][CH2:36][CH2:35][CH2:34][CH2:33][CH2:32][CH2:31][CH2:30][CH2:29][CH2:28][CH2:27][CH2:26][CH2:25][CH2:24][CH2:23][CH3:22])[CH2:15][CH2:16]1 |f:0.1|. Procedure: 10% sodium hydroxide aqueous solution (6.70 g) was added to a solution containing 3-(2-hydroxyphenyl)-1-(4-methylpiperazino)-1-propanone (2.07 g) obtained in Example 3(1) in dimethylsulfoxide (21 ml). The mixture was heated up to 80° C. and 1-bromooctadecane (2.78 g) was added thereto. After being stirred for 3.75 hours at 80° C., the reaction mixture, with water added thereto, was neutralized with IN hydrochloric acid. The deposited solid was corrected by filtration and washed with water. This ...